From a dataset of the Open Reaction Database (ORD), a public repository of structured organic reaction records. describe an organic reaction: reactants, conditions, products, and yield Starting materials: C=O, O=CO, OC1(c2cccc(F)c2F)CCNC1. Yields the product CN1CCC(O)(c2cccc(F)c2F)C1. RXN SMILES: [CH2:15]=[O:16].[CH:17]([OH:18])=[O:19].[F:1][c:2]1[c:3]([C:9]2([OH:14])[CH2:10][NH:11][CH2:12][CH2:13]2)[cH:4][cH:5][cH:6][c:7]1[F:8]>>[F:1][c:2]1[c:3]([C:9]2([OH:14])[CH2:10][N:11]([CH3:15])[CH2:12][CH2:13]2)[cH:4][cH:5][cH:6][c:7]1[F:8]. Reactants: BrC1=CC=C(C(=O)Cl)C=C1 (4-bromobenzoic acid chloride), N (ammonia). Yields the product BrC1=CC=C(C(=O)N)C=C1 (4-bromobenzoic acid amide). Yield: 89.8%. As a reaction SMILES: [Br:1][C:2]1[CH:10]=[CH:9][C:5]([C:6](Cl)=[O:7])=[CH:4][CH:3]=1.[NH3:11]>>[Br:1][C:2]1[CH:10]=[CH:9][C:5]([C:6]([NH2:11])=[O:7])=[CH:4][CH:3]=1. Reported procedure: On an ice water bath, 108 g (0.49 mol) of 4-bromobenzoic acid chloride was added drop-wise over 30 minutes to 330 cm3 (4.9 mol) of concentrated aqueous ammonia while vigorously stirring. The resultant crystals were filtered out, washed with water and recrystallized from acetone to yield 88 g (0.44 mol) of 4-bromobenzoic acid amide. Starting materials: ClC=1C=NC=2N(C1)N=C(C2)C(=O)O (6-chloro-pyrazolo[1,5-a]pyrimidine-2-carboxylic acid), CC1NCCC=2C(C=CC12)(C)C (1,5,5-trimethyl-2,3,4,5-tetrahydro-1H-[2]pyrindine). Yields the product ClC=1C=NC=2N(C1)N=C(C2)C(=O)N2C(C=1C=CC(C1CC2)(C)C)C ((6-Chloro-pyrazolo[1,5-a]pyrimidin-2-yl)-(1,5,5-trimethyl-1,3,4,5-tetrahydro-[2]pyrindin-2-yl)-methanone). Reaction SMILES: [Cl:1][C:2]1[CH:3]=[N:4][C:5]2[N:6]([N:8]=[C:9]([C:11]([OH:13])=O)[CH:10]=2)[CH:7]=1.[CH3:14][CH:15]1[C:23]2[CH:22]=[CH:21][C:20]([CH3:25])([CH3:24])[C:19]=2[CH2:18][CH2:17][NH:16]1>>[Cl:1][C:2]1[CH:3]=[N:4][C:5]2[N:6]([N:8]=[C:9]([C:11]([N:16]3[CH2:17][CH2:18][C:19]4[C:20]([CH3:25])([CH3:24])[CH:21]=[CH:22][C:23]=4[CH:15]3[CH3:14])=[O:13])[CH:10]=2)[CH:7]=1. Procedure: In close analogy to the procedure described in Example 1, 6-chloro-pyrazolo[1,5-a]pyrimidine-2-carboxylic acid is reacted with 1,5,5-trimethyl-2,3,4,5-tetrahydro-1H-[2]pyrindine to provide the title compound. Starting materials: Brc1cnc2[nH]ccc2c1, CC(C)(C)[O-], CCO, [Na+], Sc1ccccc1, c1ccc(P(c2ccccc2)(c2ccccc2)[Pd](P(c2ccccc2)(c2ccccc2)c2ccccc2)(P(c2ccccc2)(c2ccccc2)c2ccccc2)P(c2ccccc2)(c2ccccc2)c2ccccc2)cc1. Product: c1ccc(Sc2cnc3[nH]ccc3c2)cc1. Reaction SMILES: [Br:1][c:2]1[cH:3][c:4]2[cH:5][cH:6][nH:7][c:8]2[n:9][cH:10]1.[CH3:18][C:19]([CH3:20])([O-:21])[CH3:22].[CH3:24][CH2:25][OH:26].[Na+:23].[SH:11][c:12]1[cH:13][cH:14][cH:15][cH:16][cH:17]1.[cH:27]1[cH:28][cH:29][c:30]([P:31]([Pd:32]([P:33]([c:34]2[cH:35][cH:36][cH:37][cH:38][cH:39]2)([c:40]2[cH:41][cH:42][cH:43][cH:44][cH:45]2)[c:46]2[cH:47][cH:48][cH:49][cH:50][cH:51]2)([P:52]([c:53]2[cH:54][cH:55][cH:56][cH:57][cH:58]2)([c:59]2[cH:60][cH:61][cH:62][cH:63][cH:64]2)[c:65]2[cH:66][cH:67][cH:68][cH:69][cH:70]2)[P:71]([c:72]2[cH:73][cH:74][cH:75][cH:76][cH:77]2)([c:78]2[cH:79][cH:80][cH:81][cH:82][cH:83]2)[c:84]2[cH:85][cH:86][cH:87][cH:88][cH:89]2)([c:90]2[cH:91][cH:92][cH:93][cH:94][cH:95]2)[c:96]2[cH:97][cH:98][cH:99][cH:100][cH:101]2)[cH:102][cH:103]1>>[c:2]1([S:11][c:12]2[cH:13][cH:14][cH:15][cH:16][cH:17]2)[cH:3][c:4]2[cH:5][cH:6][nH:7][c:8]2[n:9][cH:10]1. The reactants are NC=1C(=C2/C(/C(NC2=CC1)=O)=C/C=1NC=CC1OC)C1=CC=C2C=CNC2=C1 ((Z)-5-amino-1,3-dihydro-4-(6-indolyl)-3-[(3-methoxy-1H-pyrrol-2-yl)methylene]-2H-indol-2-one), S1C(=CC=C1)CC(=O)Cl (2-thiopheneacetyl chloride), C([O-])(O)=O.[Na+] (sodium bicarbonate). Run in O (water), O1CCCC1 (tetrahydrofuran). Reaction conditions: time 16 hour. Yields the product N1C=CC2=CC=C(C=C12)C1=C2/C(/C(NC2=CC=C1NC(CC=1SC=CC1)=O)=O)=C/C=1NC=CC1OC ((Z)-N-[2,3-Dihydro-4-(6-indolyl)-3-[(3-methoxy-1H-pyrrol-2-yl)methylene]-2-oxo-1H-indol-5-yl]-2-thiopheneacetamide). Reaction SMILES: [NH2:1][C:2]1[C:3]([C:20]2[CH:28]=[C:27]3[C:23]([CH:24]=[CH:25][NH:26]3)=[CH:22][CH:21]=2)=[C:4]2[C:8](=[CH:9][CH:10]=1)[NH:7][C:6](=[O:11])/[C:5]/2=[CH:12]\[C:13]1[NH:14][CH:15]=[CH:16][C:17]=1[O:18][CH3:19].[S:29]1[CH:33]=[CH:32][CH:31]=[C:30]1[CH2:34][C:35](Cl)=[O:36].C(=O)(O)[O-].[Na+]>O1CCCC1.O>[NH:26]1[C:27]2[C:23](=[CH:22][CH:21]=[C:20]([C:3]3[C:2]([NH:1][C:35](=[O:36])[CH2:34][C:30]4[S:29][CH:33]=[CH:32][CH:31]=4)=[CH:10][CH:9]=[C:8]4[C:4]=3/[C:5](=[CH:12]/[C:13]3[NH:14][CH:15]=[CH:16][C:17]=3[O:18][CH3:19])/[C:6](=[O:11])[NH:7]4)[CH:28]=2)[CH:24]=[CH:25]1 |f:2.3|. Reported procedure: To a solution of (Z)-5-amino-1,3-dihydro-4-(6-indolyl)-3-[(3-methoxy-1H-pyrrol-2-yl)methylene]-2H-indol-2-one (22 mg, 0.059 mmol) (from Step B above) in 2 mL tetrahydrofuran was added 2-thiopheneacetyl chloride (20 mg, 0.12 mmol) (Aldrich) and a saturated aqueous solution of sodium bicarbonate (0.15 mL). The reaction was stirred at room temperature for 16 hours at which time the reaction was diluted with water (10 mL), and the THF was evaporated in vacuo. The product was then extracted with EtOA... Product: C1(CCCCC1)CCN1C2=NC=NC(=C2N=C1CO)N (N9-cyclohexylethyl-8-hydroxymethyladenine). Reported procedure: A solution of N9-cyclohexylethyl-8-methoxycarbonyladenine (1 mmol) in tetrahydrofuran was treated with lithium aluminum hydride (1 mmol) at 0° C. for 1 h. Extraction and chromatography give N9-cyclohexylethyl-8-hydroxymethyladenine as a white solid. The reactants are C1(CCCCC1)CCN1C2=NC=NC(=C2N=C1C(=O)OC)N (N9-cyclohexylethyl-8-methoxycarbonyladenine), [H-].[Al+3].[Li+].[H-].[H-].[H-] (lithium aluminum hydride). As a reaction SMILES: [CH:1]1([CH2:7][CH2:8][N:9]2[C:17]([C:18](OC)=[O:19])=[N:16][C:15]3[C:10]2=[N:11][CH:12]=[N:13][C:14]=3[NH2:22])[CH2:6][CH2:5][CH2:4][CH2:3][CH2:2]1.[H-].[Al+3].[Li+].[H-].[H-].[H-]>O1CCCC1>[CH:1]1([CH2:7][CH2:8][N:9]2[C:17]([CH2:18][OH:19])=[N:16][C:15]3[C:10]2=[N:11][CH:12]=[N:13][C:14]=3[NH2:22])[CH2:6][CH2:5][CH2:4][CH2:3][CH2:2]1 |f:1.2.3.4.5.6|. The solvent is O1CCCC1 (tetrahydrofuran). Reactants: CCOC(=O)C (EtOAc), ClC=1N=CC2=C(N1)CCN(C2)C(=O)C=2C=NC=CC2 ((2-chloro-7,8-dihydropyrido[4,3-d]pyrimidin-6(5H)-yl)(pyridin-3-yl)methanone), Intermediate 5, FC=1C=C(N)C=CC1 (3-fluoroaniline), C(C)(C)O (isopropanol). Conditions: temperature 60 celsius, time 8 hour. Product: FC=1C=C(C=CC1)NC=1C=C2CCN(CC2=CC1)C(=O)C=1C=NC=CC1 (N-(3-fluorophenyl)-2-(pyridin-3-ylcarbonyl)-1,2,3,4-tetrahydroisoquinolin-6-amine). Isolated yield 75.5%. As a reaction SMILES: ClC1N=[CH:4][C:5]2[CH2:11][N:10]([C:12]([C:14]3[CH:15]=[N:16][CH:17]=[CH:18][CH:19]=3)=[O:13])[CH2:9][CH2:8][C:6]=2N=1.[F:20][C:21]1[CH:22]=[C:23]([CH:25]=[CH:26][CH:27]=1)[NH2:24].CCOC(C)=O.[CH:34](O)([CH3:36])[CH3:35]>>[F:20][C:21]1[CH:22]=[C:23]([NH:24][C:34]2[CH:35]=[C:6]3[C:5](=[CH:4][CH:36]=2)[CH2:11][N:10]([C:12]([C:14]2[CH:15]=[N:16][CH:17]=[CH:18][CH:19]=2)=[O:13])[CH2:9][CH2:8]3)[CH:25]=[CH:26][CH:27]=1. Reported procedure: A solution of (2-chloro-7,8-dihydropyrido[4,3-d]pyrimidin-6(5H)-yl)(pyridin-3-yl)methanone, Intermediate 5 (0.025 g, 0.091 mmol) in isopropanol (0.1 mL) was treated with 3-fluoroaniline (0.011 g, 0.100 mmol). The resulting mixture was heated to 60° C. and allowed to stir overnight. After being allowed to cool to room temperature EtOAc (10 mL) was added to the reaction mixture, and the resulting solution was then washed twice with brine (10 mL). The combined aqueous layers were washed once with E... Starting materials: CCCCOC(=O)N1CCC(NC(=O)OCc2ccccc2)C1, CCOC(C)=O, [H][H]. The product is CCCCOC(=O)N1CCC(N)C1. Reaction SMILES: [CH2:1]([CH2:2][CH2:3][CH3:4])[O:5][C:6](=[O:7])[N:8]1[CH2:9][CH:10]([NH:13][C:14]([O:15][CH2:16][c:17]2[cH:18][cH:19][cH:20][cH:21][cH:22]2)=[O:23])[CH2:11][CH2:12]1.[CH3:26][CH2:27][O:28][C:29](=[O:30])[CH3:31].[H:24][H:25]>>[CH2:1]([CH2:2][CH2:3][CH3:4])[O:5][C:6](=[O:7])[N:8]1[CH2:9][CH:10]([NH2:13])[CH2:11][CH2:12]1. Reactants: O=C([O-])[O-], CCC(C)=O, CCCCCCCNC(=O)N(C)c1cccc(-c2ccc(CCC(=O)OC)cc2O)c1, CCCI, [K+], [K+]. The product is CCCCCCCNC(=O)N(C)c1cccc(-c2ccc(CCC(=O)OC)cc2OCCC)c1. Reaction SMILES: [C:36](=[O:37])([O-:38])[O-:39].[CH2:42]([C:43]([CH3:44])=[O:45])[CH3:46].[CH2:5]([CH2:6][CH2:7][CH2:8][CH2:9][CH2:10][CH3:11])[NH:12][C:13]([N:14]([CH3:15])[c:16]1[cH:17][c:18](-[c:22]2[c:23]([OH:34])[cH:24][c:25]([CH2:28][CH2:29][C:30](=[O:31])[O:32][CH3:33])[cH:26][cH:27]2)[cH:19][cH:20][cH:21]1)=[O:35].[I:1][CH2:2][CH2:3][CH3:4].[K+:40].[K+:41]>>[CH2:2]([CH2:3][CH3:4])[O:34][c:23]1[c:22](-[c:18]2[cH:17][c:16]([N:14]([C:13]([NH:12][CH2:5][CH2:6][CH2:7][CH2:8][CH2:9][CH2:10][CH3:11])=[O:35])[CH3:15])[cH:21][cH:20][cH:19]2)[cH:27][cH:26][c:25]([CH2:28][CH2:29][C:30](=[O:31])[O:32][CH3:33])[cH:24]1.